Dataset: the Open Reaction Database (ORD), a public repository of structured organic reaction records. Task: describe an organic reaction: reactants, conditions, products, and yield Reactants: ClC1=C(C(=O)CCC(=O)O)C=CC(=C1Cl)OC (3-(2,3-dichloro-4-methoxybenzoyl)-propionic acid), Cl (HCl), Cl (HCl). Reagents/catalysts: [Zn] (zinc). Run in O (water). Conditions: time 2 hour. Product: ClC1=C(C=CC(=C1Cl)OC)CCCC(=O)O (4-(2,3-dichloro-4-methoxyphenyl)butyric acid). Isolated yield 87.4%. As a reaction SMILES: [Cl:1][C:2]1[C:14]([Cl:15])=[C:13]([O:16][CH3:17])[CH:12]=[CH:11][C:3]=1[C:4]([CH2:6][CH2:7][C:8]([OH:10])=[O:9])=O.Cl>O.[Zn]>[Cl:1][C:2]1[C:14]([Cl:15])=[C:13]([O:16][CH3:17])[CH:12]=[CH:11][C:3]=1[CH2:4][CH2:6][CH2:7][C:8]([OH:10])=[O:9]. Procedure details: A mixture of 3-(2,3-dichloro-4-methoxybenzoyl)-propionic acid (125 g.), 0.45 mole), amalgamated zinc (500 g.) and 12 N HCl (600 ml.) is stirred at 20°-25° C. for two hours and then refluxed for 16 hours. An additional 100 ml. of 12 N HCl is added and refluxing is continued for five hours. The mixture then is cooled and diluted with water (2 l.). The product is extracted with chloroform. The extract is washed with water and dried over sodium sulfate and evaporated. The residue is crystallized fro... Reactants: C(C(C)C)OCCC1=CC=C(OCC2CO2)C=C1 (1-[4-(2-isobutoxy-ethyl)phenoxy]-2,3-epoxypropane), NCCN1C=NC2=C1C=CC(=C2)C=2C=CC(NN2)=O (6-[1-(2-aminoethyl)benzimidazol-5-yl]-3(2H)-pyridazinone). Yields the product C(C(C)C)OCCC1=CC=C(OCC(CNCCN2C=NC3=C2C=CC(=C3)C=3C=CC(NN3)=O)O)C=C1 (6-[1-[2-[3-(4-(2-Isobutoxy-ethyl)phenoxy)-2-hydroxypropylamino]ethyl]benzimidazol-5-yl]-3(2H)-pyridazinone). As a reaction SMILES: [CH2:1]([O:5][CH2:6][CH2:7][C:8]1[CH:18]=[CH:17][C:11]([O:12][CH2:13][CH:14]2[O:16][CH2:15]2)=[CH:10][CH:9]=1)[CH:2]([CH3:4])[CH3:3].[NH2:19][CH2:20][CH2:21][N:22]1[C:26]2[CH:27]=[CH:28][C:29]([C:31]3[CH:32]=[CH:33][C:34](=[O:37])[NH:35][N:36]=3)=[CH:30][C:25]=2[N:24]=[CH:23]1>>[CH2:1]([O:5][CH2:6][CH2:7][C:8]1[CH:18]=[CH:17][C:11]([O:12][CH2:13][CH:14]([OH:16])[CH2:15][NH:19][CH2:20][CH2:21][N:22]2[C:26]3[CH:27]=[CH:28][C:29]([C:31]4[CH:32]=[CH:33][C:34](=[O:37])[NH:35][N:36]=4)=[CH:30][C:25]=3[N:24]=[CH:23]2)=[CH:10][CH:9]=1)[CH:2]([CH3:4])[CH3:3]. Procedure: Prepared analogously to Example 1 from 1-[4-(2-isobutoxy-ethyl)phenoxy]-2,3-epoxypropane and 6-[1-(2-aminoethyl)benzimidazol-5-yl]-3(2H)-pyridazinone. The reactants are N1N=CC=C1 (pyrazole), compound 13, compound 5, ClC1=NC=CC(=C1)C(=O)O (2-Chloropyridine-4-carboxylic acid), compound 9, S(=O)(Cl)Cl (thionyl chloride). Run in N1=CC=CC=C1 (pyridine), N1=CC=CC=C1 (pyridine), C1(=CC=CC=C1)C (toluene). Yields the product ClC1=NC=CC(=C1)C(=O)Cl (2-chloropyridine-4-carboxylic acid chloride). RXN SMILES: N1C=CC=N1.[Cl:6][C:7]1[CH:12]=[C:11]([C:13]([OH:15])=O)[CH:10]=[CH:9][N:8]=1.S(Cl)([Cl:18])=O>N1C=CC=CC=1.C1(C)C=CC=CC=1>[Cl:6][C:7]1[CH:12]=[C:11]([C:13]([Cl:18])=[O:15])[CH:10]=[CH:9][N:8]=1. Procedure details: Scheme III shows the synthesis of a pyrazole, compound 13, analogs of compound 5 in which the pyridine 10 ring bears a chlorine atom at position 2. 2-Chloropyridine-4-carboxylic acid, compound 9, is treated with thionyl chloride in a solvent such as toluene, and heated to reflux to give 2-chloropyridine-4-carboxylic acid chloride, compound 10, which is then converted to methyl 2-chloroisonicotinate, compound 11. Compound 11 is treated with a ketone 2 in the presence of a base such as sodium meth... As a reaction SMILES: [F:1][C:2]([F:32])([F:31])[C:3]1[CH:4]=[C:5]([C:13]2([C:27]([F:30])([F:29])[F:28])[CH2:17][CH2:16][N:15]([C:18]3[N:23]=[C:22]([Br:24])[C:21]([CH2:25]O)=[CH:20][CH:19]=3)[CH2:14]2)[CH:6]=[C:7]([C:9]([F:12])([F:11])[F:10])[CH:8]=1.C1(C)C=CC=CC=1.C1(P([N:54]=[N+:55]=[N-:56])(C2C=CC=CC=2)=O)C=CC=CC=1.C1CCN2C(=NCCC2)CC1>O.C1COCC1>[N:54]([CH2:25][C:21]1[C:22]([Br:24])=[N:23][C:18]([N:15]2[CH2:16][CH2:17][C:13]([C:5]3[CH:4]=[C:3]([C:2]([F:32])([F:31])[F:1])[CH:8]=[C:7]([C:9]([F:12])([F:11])[F:10])[CH:6]=3)([C:27]([F:30])([F:29])[F:28])[CH2:14]2)=[CH:19][CH:20]=1)=[N+:55]=[N-:56]. Reported procedure: To a mixture of (6-{3-[3,5-bis(trifluoromethyl)phenyl]-3-(trifluoromethyl)pyrrolidin-1-yl}-2-bromopyridin-3-yl)methanol (1.55 g), toluene (10 ml) and THF (5 ml), which had been stirred under ice cooling, diphenylphosphoryl azide (1.59 g) and subsequently 1,8-diazabicyclo[5.4.0]-7-undecene (0.88 g) were added, and then stirred overnight at room temperature. The reaction mixture was poured into water, extracted with ethyl acetate, washed with water and dried over anhydrous magnesium sulfate. After... The reactants are FC(C=1C=C(C=C(C1)C(F)(F)F)C1(CN(CC1)C1=CC=C(C(=N1)Br)CO)C(F)(F)F)(F)F ((6-{3-[3,5-bis(trifluoromethyl)phenyl]-3-(trifluoromethyl)pyrrolidin-1-yl}-2-bromopyridin-3-yl)methanol), C1(=CC=CC=C1)C (toluene), C1(=CC=CC=C1)P(=O)(C1=CC=CC=C1)N=[N+]=[N-] (diphenylphosphoryl azide), C1CCC2=NCCCN2CC1 (1,8-diazabicyclo[5.4.0]-7-undecene). Yield: 83.2%. Run in O (water), C1CCOC1 (THF). The product is N(=[N+]=[N-])CC=1C(=NC(=CC1)N1CC(CC1)(C(F)(F)F)C1=CC(=CC(=C1)C(F)(F)F)C(F)(F)F)Br (3-(azidomethyl)-6-{3-[3,5-bis(trifluoromethyl)phenyl]-3-(trifluoromethyl)pyrrolidin-1-yl}-2-bromopyridine). The reactants are [H-].[Na+] (NaH), ice, S1C2=C(C=C1SCC(=O)N1CCCC3=CC=CC=C13)C=CC=C2 (2-(Benzo[b]thiophen-2-ylthio)-1-(3,4-dihydroquinolin-1(2H)-yl)ethanone), S1C2=C(C=C1S)C=CC=C2 (Benzo[b]thiophene-2-thiol), Cl (HCl), ClCC(=O)N1CCCC2=CC=CC=C12 (2-chloro-1-(3,4-dihydroquinolin-1(2H)-yl)ethanone), Compound 71, [S] (sulfur), [Li]CCCC (nBuLi). Run in C1CCOC1 (THF), C1CCOC1 (THF), CCOCC (Et2O). Reaction conditions: temperature 0 celsius, time 20 minute. Product: N1C2=C(C(CCC1)=O)C=CC=C2 (1,2,3,4-tetrahydro-benzo[b]azepin-5-one). Reaction SMILES: [Li]CCCC.[S].Cl.S1C(SC[C:15]([N:17]2[C:26]3[C:21](=[CH:22][CH:23]=[CH:24][CH:25]=3)[CH2:20][CH2:19][CH2:18]2)=O)=CC2C=CC=CC1=2.S1C(S)=CC2C=CC=CC1=2.[H-].[Na+].ClCC(N1C2C(=CC=CC=2)CCC1)=[O:46]>CCOCC.C1COCC1>[NH:17]1[CH2:15][CH2:18][CH2:19][C:20](=[O:46])[C:21]2[CH:22]=[CH:23][CH:24]=[CH:25][C:26]1=2 |f:5.6,^3:5|. Procedure: Compound 71 (1.75 g, 13.0 mmol) was dissolved in 40 mL of dry Et2O under N2 and the solution was cooled to 40° C. nBuLi (2.5 M solution in hexane, 5.7 mL, 14.3 mmol) was added and the reaction mixture was allowed to warm up to 0° C. during 1 h and then sulfur (0.414 g, 13.0 mmol) was added in one portion. The solution was allowed to slowly warm up to RT over 3 h. Excess of 10% HCl was added and the reaction mixture was stirred for 20 min. The thiol was extracted with ether, washed with brine, dr...